This data is from the Open Reaction Database (ORD), a public repository of structured organic reaction records. The task is: describe an organic reaction: reactants, conditions, products, and yield Yields the product COC(=O)C(C)COC(C)(C)C. As a reaction SMILES: [CH2:14]=[C:15]([CH3:16])[CH3:17].[CH3:1][CH:2]([C:3](=[O:4])[O:5][CH3:6])[CH2:7][OH:8].[Cl:18][CH2:19][Cl:20].[S:9](=[O:10])(=[O:11])([OH:12])[OH:13]>>[CH3:1][CH:2]([C:3](=[O:4])[O:5][CH3:6])[CH2:7][O:8][C:15]([CH3:14])([CH3:16])[CH3:17]. The reactants are C=C(C)C, COC(=O)C(C)CO, ClCCl, O=S(=O)(O)O. As a reaction SMILES: C([O:5][C:6](=[O:21])[C@@H:7]1[CH2:11][CH2:10][CH2:9][N:8]1[C:12](=[O:20])[CH:13]([C:15]([O:17][CH2:18][CH3:19])=[O:16])[CH3:14])(C)(C)C>FC(F)(F)C(O)=O>[CH2:18]([O:17][C:15]([CH:13]([CH3:14])[C:12]([N:8]1[CH2:9][CH2:10][CH2:11][C@H:7]1[C:6]([OH:21])=[O:5])=[O:20])=[O:16])[CH3:19]. Run in FC(C(=O)O)(F)F (trifluoroacetic acid). Conditions: time 1 hour. The reactants are C(C)(C)(C)OC([C@H]1N(CCC1)C(C(C)C(=O)OCC)=O)=O (1-(2-ethoxycarbonylpropanoyl)-L-proline tert.-butyl ester). Product: C(C)OC(=O)C(C(=O)N1[C@H](C(=O)O)CCC1)C (1-(2-ethoxycarbonylpropanoyl)-L-proline). Procedure details: The ester obtained in Example 2 (5.9 g.) is dissolved in trifluoroacetic acid, the solution is kept at room temperature for one hour, and then concentrated to dryness in vacuo. The residue is dissolved in a mixture of ethyl acetate and saturated aqueous sodium bicarbonate. The aqueous phase is acidified and extracted with ethyl acetate. The ethyl acetate layer is dried over magnesium sulfate and concentrated to dryness in vacuo to obtain 1-(2-ethoxycarbonylpropanoyl)-L-proline, yield 4.1 g. Starting materials: COC1=NC=CC=C1B(O)O (2-Methoxy-pyridine-3-boronic acid), [F-].[K+] (KF), IC=1C(NC(N(C1)CCCN1C[C@]2(C[C@H]2C1)C1=CC=C(C=C1)C(F)(F)F)=O)=O (5-Iodo-1-{3-[(1S,5R)-1-(4-trifluoromethyl-phenyl)-3-aza-bicyclo[3.1.0]hex-3-yl]-propyl}-1H-pyrimidine-2,4-dione). The reagents and catalysts are CC(=O)[O-].CC(=O)[O-].[Pd+2] (Pd(OAc)2). Run in CO (MeOH), CO (MeOH). Yields the product COC1=NC=CC=C1C=1C(NC(N(C1)CCCN1C[C@]2(C[C@H]2C1)C1=CC=C(C=C1)C(F)(F)F)=O)=O (5-[2-(methyloxy)-3-pyridinyl]-1-(3-{(1S,5R)-1-[4-(trifluoromethyl)phenyl]-3-azabicyclo[3.1.0]hex-3-yl}propyl)-2,4(1H,3H)-pyrimidinedione), base. Isolated yield 48.0%. As a reaction SMILES: I[C:2]1[C:3](=[O:28])[NH:4][C:5](=[O:27])[N:6]([CH2:8][CH2:9][CH2:10][N:11]2[CH2:16][C@H:15]3[C@:13]([C:17]4[CH:22]=[CH:21][C:20]([C:23]([F:26])([F:25])[F:24])=[CH:19][CH:18]=4)([CH2:14]3)[CH2:12]2)[CH:7]=1.[CH3:29][O:30][C:31]1[C:36](B(O)O)=[CH:35][CH:34]=[CH:33][N:32]=1.[F-].[K+]>CO.CC([O-])=O.CC([O-])=O.[Pd+2]>[CH3:29][O:30][C:31]1[C:36]([C:2]2[C:3](=[O:28])[NH:4][C:5](=[O:27])[N:6]([CH2:8][CH2:9][CH2:10][N:11]3[CH2:16][C@H:15]4[C@:13]([C:17]5[CH:22]=[CH:21][C:20]([C:23]([F:26])([F:25])[F:24])=[CH:19][CH:18]=5)([CH2:14]4)[CH2:12]3)[CH:7]=2)=[CH:35][CH:34]=[CH:33][N:32]=1 |f:2.3,5.6.7|. Reported procedure: 5-Iodo-1-{3-[(1S,5R)-1-(4-trifluoromethyl-phenyl)-3-aza-bicyclo[3.1.0]hex-3-yl]-propyl}-1H-pyrimidine-2,4-dione (Prep40, 150 mg, 0.3 mmol) was dissolved in degassed MeOH (4 mL). 2-Methoxy-pyridine-3-boronic acid (136 mg, 0.9 mmol), KF (155 mg, 2.7 mmol), and Pd(OAc)2 (15 mg, 10% weight) were added and the mixture was heated to vigorous reflux for 2.5 hours. The mixture was diluted with MeOH, loaded on SCX cartridge washing with MeOH and MeOH/NH3 95:5. The solvent was evaporated under vacuum and ... The reactants are N[C@H]1CN(CC1)C(=O)OC(C)(C)C ((R)-tert-butyl 3-aminopyrrolidine-1-carboxylate), O1CCCC1 (tetrahydrofuran), C(C)N(C(C)C)C(C)C (N-ethyl-N-isopropylpropan-2-amine), FC1=C(C=C(C=C1)S(=O)(=O)N)[N+](=O)[O-] (4-fluoro-3-nitrobenzenesulfonamide). Run in CN(C=O)C (N,N-dimethylformamide). Conditions: time 18 hour. Yields the product [N+](=O)([O-])C1=C(C=CC(=C1)S(N)(=O)=O)N[C@H]1CN(CC1)C(=O)OC(C)(C)C ((R)-tert-butyl 3-(2-nitro-4-sulfamoylphenylamino)pyrrolidine-1-carboxylate). As a reaction SMILES: [NH2:1][C@@H:2]1[CH2:6][CH2:5][N:4]([C:7]([O:9][C:10]([CH3:13])([CH3:12])[CH3:11])=[O:8])[CH2:3]1.O1CCCC1.C(N(C(C)C)C(C)C)C.F[C:29]1[CH:34]=[CH:33][C:32]([S:35]([NH2:38])(=[O:37])=[O:36])=[CH:31][C:30]=1[N+:39]([O-:41])=[O:40]>CN(C)C=O>[N+:39]([C:30]1[CH:31]=[C:32]([S:35](=[O:37])(=[O:36])[NH2:38])[CH:33]=[CH:34][C:29]=1[NH:1][C@@H:2]1[CH2:6][CH2:5][N:4]([C:7]([O:9][C:10]([CH3:13])([CH3:12])[CH3:11])=[O:8])[CH2:3]1)([O-:41])=[O:40]. Procedure details: To a solution of (R)-tert-butyl 3-aminopyrrolidine-1-carboxylate (1.0 g), tetrahydrofuran (50 ml), N-ethyl-N-isopropylpropan-2-amine (5.61 mL) and N,N-dimethylformamide (10 mL) was added 4-fluoro-3-nitrobenzenesulfonamide (1.212 g) and the mixture was stirred for 18 hours. The crude product was isolated by concentration and was the material was purified on silica gel, and was eluted with a 30, 50, and 75% ethyl acetate in hexane step gradient to provide the title compound. The reactants are Cc1cc(-c2ccc(C(F)(F)F)cc2)cc(-c2ccnc(Cl)n2)n1, CC1(C)OB(c2ccc(N)nc2)OC1(C)C. Product: Cc1cc(-c2ccc(C(F)(F)F)cc2)cc(-c2ccnc(-c3ccc(N)nc3)n2)n1. RXN SMILES: [Cl:1][c:2]1[n:3][cH:4][cH:5][c:6](-[c:8]2[n:9][c:10]([CH3:24])[cH:11][c:12](-[c:14]3[cH:15][cH:16][c:17]([C:20]([F:21])([F:22])[F:23])[cH:18][cH:19]3)[cH:13]2)[n:7]1.[NH2:25][c:26]1[n:27][cH:28][c:29]([B:32]2[O:33][C:34]([CH3:35])([CH3:36])[C:37]([CH3:38])([CH3:39])[O:40]2)[cH:30][cH:31]1>>[c:2]1(-[c:29]2[cH:28][n:27][c:26]([NH2:25])[cH:31][cH:30]2)[n:3][cH:4][cH:5][c:6](-[c:8]2[n:9][c:10]([CH3:24])[cH:11][c:12](-[c:14]3[cH:15][cH:16][c:17]([C:20]([F:21])([F:22])[F:23])[cH:18][cH:19]3)[cH:13]2)[n:7]1. The reactants are C(C)(C)(C)C1=C(C=CC(=C1)C(C)(C)C)O (2,4-di-t-butylphenol), COC1=CC=C(CO)C=C1 (4-methoxybenzyl alcohol), C(C(=O)O)(=O)O (oxalic acid). Run in C(C)(=O)O (acetic acid), O (water), O (water). Product: C(C)(C)(C)C1=CC(=C(C(=C1)C(C)(C)C)O)CC1=CC=C(C=C1)OC (4,6-Di-t-butyl-2-(4-methoxybenzyl) phenol). RXN SMILES: [C:1]([C:5]1[CH:10]=[C:9]([C:11]([CH3:14])([CH3:13])[CH3:12])[CH:8]=[CH:7][C:6]=1[OH:15])([CH3:4])([CH3:3])[CH3:2].[CH3:16][O:17][C:18]1[CH:25]=[CH:24][C:21]([CH2:22]O)=[CH:20][CH:19]=1.C(O)(=O)C(O)=O>C(O)(=O)C.O>[C:11]([C:9]1[CH:10]=[C:5]([C:1]([CH3:4])([CH3:3])[CH3:2])[C:6]([OH:15])=[C:7]([CH2:22][C:21]2[CH:24]=[CH:25][C:18]([O:17][CH3:16])=[CH:19][CH:20]=2)[CH:8]=1)([CH3:14])([CH3:13])[CH3:12]. Procedure details: 4,6-Di-t-butyl-2-(4-methoxybenzyl) phenol was prepared as follows: A solution of 2,4-di-t-butylphenol (57.5 g), 4-methoxybenzyl alcohol (34.5 g) and oxalic acid (2 g) in acetic acid (80 ml) and water (2 ml) was refluxed for 7 hours, diluted with water, and extracted with chloroform. Distillation of the chloroform extract gave an oil (b.p. 200°-210° C. at 2 mm Hg) which crystallized (58 g; 71.4%). The product was recrystallized from methanol to give glistening colorless needles, m.p. 84°-85°; (Fo... Reactants: NC=1C=C(C=CC1F)O (3-amino-4-fluorophenol), ClC1=NC(=NC=C1)N (4-chloropyrimidin-2-amine). The product is NC=1C=C(OC2=NC(=NC=C2)N)C=CC1F (4-(3-amino-4-fluorophenoxy)pyrimidin-2-amine). Yield: 59.9%. Reaction SMILES: [NH2:1][C:2]1[CH:3]=[C:4]([OH:9])[CH:5]=[CH:6][C:7]=1[F:8].Cl[C:11]1[CH:16]=[CH:15][N:14]=[C:13]([NH2:17])[N:12]=1>>[NH2:1][C:2]1[CH:3]=[C:4]([CH:5]=[CH:6][C:7]=1[F:8])[O:9][C:11]1[CH:16]=[CH:15][N:14]=[C:13]([NH2:17])[N:12]=1. Procedure details: Using a procedure analogous to Example A3, 3-amino-4-fluorophenol (491 mg, 3.86 mmol) and 4-chloropyrimidin-2-amine (500 mg, 3.86 mmol) were combined to give 4-(3-amino-4-fluorophenoxy)pyrimidin-2-amine (509 mg, 59% yield). MS (ESI) m/z: 221.0 (M+H+).